This data is from the Open Reaction Database (ORD), a public repository of structured organic reaction records. The task is: describe an organic reaction: reactants, conditions, products, and yield The reactants are COCCO, O=C1CCC(C=Cc2ccc(-n3ccnc3)cc2)=NN1. Product: O=C1CCC(CCc2ccc(-n3ccnc3)cc2)=NN1. Reaction SMILES: [CH3:21][O:22][CH2:23][CH2:24][OH:25].[n:1]1(-[c:6]2[cH:7][cH:8][c:9]([CH:12]=[CH:13][C:14]3=[N:19][NH:18][C:17](=[O:20])[CH2:16][CH2:15]3)[cH:10][cH:11]2)[cH:2][n:3][cH:4][cH:5]1>>[n:1]1(-[c:6]2[cH:7][cH:8][c:9]([CH2:12][CH2:13][C:14]3=[N:19][NH:18][C:17](=[O:20])[CH2:16][CH2:15]3)[cH:10][cH:11]2)[cH:2][n:3][cH:4][cH:5]1. Reactants: C1COCCO1, COC(=O)c1sc2ncnc(Cl)c2c1C, CC(C)(C)OC(=O)N1CCC(Oc2cc(F)ccc2N)CC1, [NH4+], [OH-], O, O, Cc1ccc(S(=O)(=O)O)cc1. Yields the product COC(=O)c1sc2ncnc(Nc3ccc(F)cc3OC3CCN(C(=O)OC(C)(C)C)CC3)c2c1C. RXN SMILES: [CH2:52]1[O:53][CH2:54][CH2:55][O:56][CH2:57]1.[Cl:23][c:24]1[c:25]2[c:26]([n:27][cH:28][n:29]1)[s:30][c:31]([C:34](=[O:35])[O:36][CH3:37])[c:32]2[CH3:33].[NH2:1][c:2]1[c:3]([O:4][CH:5]2[CH2:6][CH2:7][N:8]([C:11](=[O:12])[O:13][C:14]([CH3:15])([CH3:16])[CH3:17])[CH2:9][CH2:10]2)[cH:18][c:19]([F:22])[cH:20][cH:21]1.[NH4+:50].[OH-:49].[OH2:51].[OH2:58].[c:38]1([CH3:39])[cH:40][cH:41][c:42]([S:43]([OH:44])(=[O:45])=[O:46])[cH:47][cH:48]1>>[NH:1]([c:2]1[c:3]([O:4][CH:5]2[CH2:6][CH2:7][N:8]([C:11](=[O:12])[O:13][C:14]([CH3:15])([CH3:16])[CH3:17])[CH2:9][CH2:10]2)[cH:18][c:19]([F:22])[cH:20][cH:21]1)[c:24]1[c:25]2[c:26]([n:27][cH:28][n:29]1)[s:30][c:31]([C:34](=[O:35])[O:36][CH3:37])[c:32]2[CH3:33]. Reactants: CC(CCCP(O)O)C (4-methylpentyl phosphonous acid), [OH-].[Na+] (sodium hydroxide), S([O-])(O)=O.[Na+] (sodium bisulfite), Cl (HCl), [O-][Mn](=O)(=O)=O.[K+] (KMnO4), P(O)O (phosphonous acid). The solvent is CC(=O)C (acetone), O (water), O (water), O (water). Reaction conditions: time 5 minute. The product is CC(CCCP(O)(O)=O)C (4-Methylpentyl phosphonic acid). RXN SMILES: [CH3:1][CH:2]([CH3:9])[CH2:3][CH2:4][CH2:5][P:6]([OH:8])[OH:7].[OH-].[Na+].[O-:12][Mn](=O)(=O)=O.[K+].P(O)O.Cl.S(=O)(O)[O-].[Na+]>CC(C)=O.O>[CH3:1][CH:2]([CH3:9])[CH2:3][CH2:4][CH2:5][P:6](=[O:12])([OH:8])[OH:7] |f:1.2,3.4,7.8|. Reported procedure: To a solution of 4-methylpentyl phosphonous acid (0.64 g, 4.2 mmole) in acetone (10 ml) and water (10 ml) was added a solution of sodium hydroxide (0.208 g, 0.005 mole) in water (10 ml) until a pH of about 7 was reached. A solution of KMnO4 (0.399 g, 2.52 mmole) in water (10 ml) was added slowly to the vigorously stirred solution of phosphonous acid at 20°-25° C. After the addition (5 minutes), the reaction mixture was stirred for 5 minutes at ambient temperature and acidified with concentrated ... The reactants are anhydride, 6-hydroxy-2-acetonaphthone, oxime, acetate esters, NO (hydroxylamine), C(C)(=O)OC(C)=O (acetic anhydride), oxime, oxime, C(C)(=O)OC1=CC2=CC=CC=C2C=C1 (2-naphthyl acetate), C1=C(C=CC2=CC=CC=C12)O (2-naphthol), 6-acetoxy-2-acetonaphthone. Run in C(C)(=O)O (acetic acid). The product is C(C)(=O)NC=1C=C2C=CC(=CC2=CC1)OC(C)=O (NODAN). Reaction SMILES: [C:1]([O:4][C:5]1[CH:14]=[CH:13][C:12]2[C:7](=[CH:8][CH:9]=[CH:10][CH:11]=2)[CH:6]=1)(=[O:3])[CH3:2].[CH:15]1C2C(=CC=CC=2)C=C[C:16]=1[OH:25].[NH2:26]O.C(OC(=O)C)(=O)C>C(O)(=O)C>[C:16]([NH:26][C:10]1[CH:11]=[C:12]2[C:7](=[CH:8][CH:9]=1)[CH:6]=[C:5]([O:4][C:1](=[O:3])[CH3:2])[CH:14]=[CH:13]2)(=[O:25])[CH3:15]. Procedure: In accordance with this invention, N,O-diacetyl-6-amino-2-naphthol (NODAN) is produced from 2-naphthyl acetate, or 2-naphthol and an acetylating agent such as acetic acid or anhydride, by means of an integrated process including the steps of converting the 2-naphthyl acetate, or 2-naphthol and acetylating agent, to 6-hydroxy-2-acetonaphthone (6,2-HAN) by a Fries rearrangement or Friedel-Crafts acetylation respectively, and converting the 6,2-HAN or its acetate esters, i.e., 6-acetoxy-2-acetonaph... The reactants are O=C([O-])[O-], CS(C)=O, CS(=O)(=O)c1ncc(Cl)c(C(=O)O)n1, Cl, Cl, [Cs+], [Cs+], O=C(Nc1nc2ccccc2s1)c1cccc2c1CNCC2. The product is O=C(Nc1nc2ccccc2s1)c1cccc2c1CN(c1ncc(Cl)c(C(=O)O)n1)CC2. As a reaction SMILES: [C:39](=[O:40])([O-:41])[O-:42].[CH3:45][S:46]([CH3:47])=[O:48].[Cl:25][c:26]1[c:27]([C:36](=[O:37])[OH:38])[n:28][c:29]([S:32]([CH3:33])(=[O:34])=[O:35])[n:30][cH:31]1.[ClH:1].[ClH:2].[Cs+:43].[Cs+:44].[s:3]1[c:4]([NH:12][C:13](=[O:14])[c:15]2[cH:16][cH:17][cH:18][c:19]3[c:24]2[CH2:23][NH:22][CH2:21][CH2:20]3)[n:5][c:6]2[c:7]1[cH:8][cH:9][cH:10][cH:11]2>>[s:3]1[c:4]([NH:12][C:13](=[O:14])[c:15]2[cH:16][cH:17][cH:18][c:19]3[c:24]2[CH2:23][N:22]([c:29]2[n:28][c:27]([C:36](=[O:37])[OH:38])[c:26]([Cl:25])[cH:31][n:30]2)[CH2:21][CH2:20]3)[n:5][c:6]2[c:7]1[cH:8][cH:9][cH:10][cH:11]2. Starting materials: Cc1oc(-c2ccccc2)cc1C(O)CC(C)C, Cc1ccccc1, O=S(Cl)Cl. The product is Cc1oc(-c2ccccc2)cc1C(Cl)CC(C)C. Reaction SMILES: [CH3:1][CH:2]([CH2:3][CH:4]([OH:5])[c:6]1[c:7]([CH3:17])[o:8][c:9](-[c:11]2[cH:12][cH:13][cH:14][cH:15][cH:16]2)[cH:10]1)[CH3:18].[CH3:23][c:24]1[cH:25][cH:26][cH:27][cH:28][cH:29]1.[S:19]([Cl:20])([Cl:21])=[O:22]>>[CH3:1][CH:2]([CH2:3][CH:4]([c:6]1[c:7]([CH3:17])[o:8][c:9](-[c:11]2[cH:12][cH:13][cH:14][cH:15][cH:16]2)[cH:10]1)[Cl:21])[CH3:18]. Reactants: BrCC(CCCC)=O (1-bromo 2-hexanone), NC1=NC=CC=C1 (2-amino pyridine). Solvent: CC(=O)C (acetone), CC(=O)C (acetone). The product is C(CCC)C=1N=C2N(C=CC=C2)C1 (2-butyl imidazo(1,2-a)pyridine). Yield: 53.1%. RXN SMILES: [NH2:1][C:2]1[CH:7]=[CH:6][CH:5]=[CH:4][N:3]=1.Br[CH2:9][C:10](=O)[CH2:11][CH2:12][CH2:13][CH3:14]>CC(C)=O>[CH2:11]([C:10]1[N:1]=[C:2]2[CH:7]=[CH:6][CH:5]=[CH:4][N:3]2[CH:9]=1)[CH2:12][CH2:13][CH3:14]. Procedure: A mixture of 6 g of 2-amino pyridine and 60 ml of anhydrous acetone was added to a mixture of 16 g of the product of Stage B and 20 ml of acetone at ambient temperature. The mixture was refluxed for one hour and the acetone was partially distilled. The mixture was allowed to return to ambient temperature, ice-cooled, separated and washed with ethyl ether. The insoluble part was dissolved in a saturated solution of sodium carbonate and extraction was carried out with ethyl acetate. The extracts w... Procedure details: 2-Chloro-3-hydroxy-4-methoxybenzaldehyde is treated with hydrogen bromide to give 2-chloro-3,4-dihydroxybenzaldehyde which is converted to the methylenedioxy derivative with dibromoethane as described above. The product is condensed with nitromethane and the resulting nitroethylene reduced to give the phenethylamine. This compound is condensed with p-methoxystyrene oxide to give the α-hydroxyphenethylamine intermediate which is treated with an excess of trifluoroacetic acid at room temperature f... Yields the product ClC1=C(C=O)C=CC(=C1O)O (2-chloro-3,4-dihydroxybenzaldehyde). Reactants: ClC1=C(C=O)C=CC(=C1O)OC (2-Chloro-3-hydroxy-4-methoxybenzaldehyde), Br (hydrogen bromide). As a reaction SMILES: [Cl:1][C:2]1[C:9]([OH:10])=[C:8]([O:11]C)[CH:7]=[CH:6][C:3]=1[CH:4]=[O:5].Br>>[Cl:1][C:2]1[C:9]([OH:10])=[C:8]([OH:11])[CH:7]=[CH:6][C:3]=1[CH:4]=[O:5]. Starting materials: C(=O)C1=NN(C(=C1)C1=CC=CC=C1)C1=CC=C(C=C1)S(=O)(=O)N (4-[3-formyl-5-phenyl-1H-pyrazol-1-yl]benzenesulfonamide), C(#N)CC(=O)OCC (ethyl cyanoacetate), C(C)(=O)[O-].[NH4+] (ammonium acetate), C(C)(=O)O (acetic acid). Run in C1=CC=CC=C1 (benzene). The product is NS(=O)(=O)C1=CC=C(C=C1)N1N=C(C=C1C1=CC=CC=C1)C=C(C(=O)OCC)C#N (Ethyl 3-[1-[4-(aminosulfonyl)phenyl]-5-phenyl-1H-pyrazol-3-yl]-2-cyano-2-propenoate). Yield: 65.8%. RXN SMILES: [CH:1]([C:3]1[CH:7]=[C:6]([C:8]2[CH:13]=[CH:12][CH:11]=[CH:10][CH:9]=2)[N:5]([C:14]2[CH:19]=[CH:18][C:17]([S:20]([NH2:23])(=[O:22])=[O:21])=[CH:16][CH:15]=2)[N:4]=1)=O.[C:24]([CH2:26][C:27]([O:29][CH2:30][CH3:31])=[O:28])#[N:25].C([O-])(=O)C.[NH4+].C(O)(=O)C>C1C=CC=CC=1>[NH2:23][S:20]([C:17]1[CH:16]=[CH:15][C:14]([N:5]2[C:6]([C:8]3[CH:13]=[CH:12][CH:11]=[CH:10][CH:9]=3)=[CH:7][C:3]([CH:1]=[C:26]([C:24]#[N:25])[C:27]([O:29][CH2:30][CH3:31])=[O:28])=[N:4]2)=[CH:19][CH:18]=1)(=[O:21])=[O:22] |f:2.3|. Procedure details: To a solution of the aldehyde from Step 1 (1.2 g, 3.6 mmol) in benzene (18 mL) was added ethyl cyanoacetate (0.38 mL, 3.6 mmol), ammonium acetate (50 mg, 0.7 mmol) and glacial acetic acid (0.17 mL, 2.8 mmol). The solution was heated at reflux for 18 hours, cooled, and partitioned between water and ethyl acetate. The organic solution was washed with a saturated aqueous sodium bicarbonate solution, water and brine. The organic solution was dried and concentrated. The residue was chromatographed on... Starting materials: ClC=1C=C2C(C(=O)OC2=O)=CC1 (4-chlorophthalic anhydride), [N+](=O)([O-])C1=CC(=C(N)C=C1)Cl (4-nitro-2-chloroaniline). Run in C(C)(=O)O (acetic acid). The product is [N+](=O)([O-])C1=CC(=C(C=C1)N1C(C=2C(C1=O)=CC(=CC2)Cl)=O)Cl (N-(4-nitro-2-chlorophenyl)-4-chlorophtalimide). RXN SMILES: [Cl:1][C:2]1[CH:3]=[C:4]2[C:9](=[O:10])[O:8][C:6](=O)[C:5]2=[CH:11][CH:12]=1.[N+:13]([C:16]1[CH:22]=[CH:21][C:19]([NH2:20])=[C:18]([Cl:23])[CH:17]=1)([O-:15])=[O:14]>C(O)(=O)C>[N+:13]([C:16]1[CH:22]=[CH:21][C:19]([N:20]2[C:9](=[O:10])[C:4]3=[CH:3][C:2]([Cl:1])=[CH:12][CH:11]=[C:5]3[C:6]2=[O:8])=[C:18]([Cl:23])[CH:17]=1)([O-:15])=[O:14]. Procedure: The starting material is prepared as follows: The mixture of 3.0 g of 4-chlorophthalic anhydride, 2.8 g of 4-nitro-2-chloroaniline and 30 ml of acetic acid is refluxed for 24 hours. It is cooled, the precipitate formed filtered off and washed with diethyl ether, to yield the N-(4-nitro-2-chlorophenyl)-4-chlorophtalimide melting at 209°-212°.